This data is from the Open Reaction Database (ORD), a public repository of structured organic reaction records. The task is: describe an organic reaction: reactants, conditions, products, and yield Reactants: BrC=1C=C2C(=CNC2=CC1)C[C@@H]1N(CCC1)C ((R)-5-bromo-3-(1-methyl-2-pyrrolidinylmethyl)-1H-indole), CC(C)([O-])C.[K+] (potassium tert-butoxide), C(C=C)Br (allyl bromide). Yields the product C(C=C)N1C=C(C2=CC(=CC=C12)Br)C[C@@H]1N(CCC1)C ((R)-1-Allyl-5-bromo-3-(1-methyl-2-pyrrolidinylmethyl)-1H-indole). Isolated yield 77.9%. RXN SMILES: [Br:1][C:2]1[CH:3]=[C:4]2[C:8](=[CH:9][CH:10]=1)[NH:7][CH:6]=[C:5]2[CH2:11][C@H:12]1[CH2:16][CH2:15][CH2:14][N:13]1[CH3:17].[CH3:18][C:19](C)([O-])[CH3:20].[K+].C(Br)C=C>>[CH2:20]([N:7]1[C:8]2[C:4](=[CH:3][C:2]([Br:1])=[CH:10][CH:9]=2)[C:5]([CH2:11][C@H:12]2[CH2:16][CH2:15][CH2:14][N:13]2[CH3:17])=[CH:6]1)[CH:19]=[CH2:18] |f:1.2|. Procedure: To a stirred solution of (R)-5-bromo-3-(1-methyl-2-pyrrolidinylmethyl)-1H-indole (22.5 g, 76.8 mmol) in tetrahydroflran (132 ml) at 0° C. under a nitrogen atmosphere was added potassium tert-butoxide (9.47 g, 84.4 mmol) portionwise, maintaining the temperature below 5° C. Upon completion of the addition, the dark brown slurry was stirred at 0-5° C. for 30 min before allyl bromide (7.3 ml, 84.3 mmol) was added dropwise maintaining the temperature below 5° C. The brown solution was then warmed to ... As a reaction SMILES: [CH3:29][N:30]([CH3:31])[CH:32]=[O:33].[H-:1].[I:26][CH3:27].[NH2:3][c:4]1[n:5][c:6](-[c:18]2[cH:19][c:20]([F:25])[cH:21][c:22]([F:24])[cH:23]2)[n:7][c:8]2[n:9]1[n:10][c:11](-[c:13]1[o:14][cH:15][cH:16][cH:17]1)[n:12]2.[Na+:2].[OH2:28]>>[NH:3]([c:4]1[n:5][c:6](-[c:18]2[cH:19][c:20]([F:25])[cH:21][c:22]([F:24])[cH:23]2)[n:7][c:8]2[n:9]1[n:10][c:11](-[c:13]1[o:14][cH:15][cH:16][cH:17]1)[n:12]2)[CH3:27]. Product: CNc1nc(-c2cc(F)cc(F)c2)nc2nc(-c3ccco3)nn12. The reactants are CN(C)C=O, [H-], CI, Nc1nc(-c2cc(F)cc(F)c2)nc2nc(-c3ccco3)nn12, [Na+], O. Starting materials: S=C=NCCC1=CCCCC1, CCOC(C)=O, CN1CCCC1=O, Nc1ccccn1. Product: S=C(NCCC1=CCCCC1)Nc1ccccn1. RXN SMILES: [C:1]1([CH2:7][CH2:8][N:9]=[C:10]=[S:11])=[CH:2][CH2:3][CH2:4][CH2:5][CH2:6]1.[CH3:19][CH2:20][O:21][C:22](=[O:23])[CH3:24].[CH3:25][N:26]1[CH2:27][CH2:28][CH2:29][C:30]1=[O:31].[NH2:12][c:13]1[n:14][cH:15][cH:16][cH:17][cH:18]1>>[C:1]1([CH2:7][CH2:8][NH:9][C:10](=[S:11])[NH:12][c:13]2[n:14][cH:15][cH:16][cH:17][cH:18]2)=[CH:2][CH2:3][CH2:4][CH2:5][CH2:6]1. Reaction SMILES: [C:1]1([C:21]2[CH:26]=[CH:25][CH:24]=[CH:23][CH:22]=2)[CH:6]=[CH:5][C:4]([C:7]([NH:9][NH:10][C:11]([NH:13][C:14]2[CH:19]=[CH:18][CH:17]=[CH:16][C:15]=2[F:20])=[S:12])=O)=[CH:3][CH:2]=1.Cl>[OH-].[Na+]>[C:1]1([C:21]2[CH:26]=[CH:25][CH:24]=[CH:23][CH:22]=2)[CH:6]=[CH:5][C:4]([C:7]2[N:13]([C:14]3[CH:19]=[CH:18][CH:17]=[CH:16][C:15]=3[F:20])[C:11]([SH:12])=[N:10][N:9]=2)=[CH:3][CH:2]=1 |f:2.3|. Yield: 97.4%. Yields the product C1(=CC=C(C=C1)C=1N(C(=NN1)S)C1=C(C=CC=C1)F)C1=CC=CC=C1 (5-biphenyl-4-yl-4-(2-fluorophenyl)-4H-1,2,4-triazole-3-thiol). The reactants are C1(=CC=C(C=C1)C(=O)NNC(=S)NC1=C(C=CC=C1)F)C1=CC=CC=C1 (1-(Biphenyl-4-carbonyl)-4-(2-fluorophenyl)thiosemicarbazide), Cl (hydrochloric acid). Run in [OH-].[Na+] (sodium hydroxide). Reported procedure: 1-(Biphenyl-4-carbonyl)-4-(2-fluorophenyl)thiosemicarbazide (12.1 g) was suspended in aqueous 2 mol/liter sodium hydroxide solution (300 ml), and refluxed under heating for 3 hours. After the reaction solution was cooled to ambient temperature, the solution was neutralized under ice cooling with conc. hydrochloric acid. The precipitate was filtered and washed with water, to afford 5-biphenyl-4-yl-4-(2-fluorophenyl)-4H-1,2,4-triazole-3-thiol as pale yellow solid (11.2 g, 97%). The physico-chemica... Reactants: CC(C)CC(C)(NC(=O)OC(C)(C)C)C(=O)N1CCCC1C(=O)NCc1cc(Cl)ccc1-n1cnnn1, ClCCl, O=C(O)C(F)(F)F. The product is CC(C)CC(C)(N)C(=O)N1CCCC1C(=O)NCc1cc(Cl)ccc1-n1cnnn1. Reaction SMILES: [C:1]([O:2][C:3](=[O:4])[NH:8][C:9]([CH2:10][CH:11]([CH3:12])[CH3:13])([C:14](=[O:15])[N:16]1[CH:17]([C:18](=[O:19])[NH:20][CH2:21][c:22]2[c:23](-[n:29]3[n:30][n:31][n:32][cH:33]3)[cH:24][cH:25][c:26]([Cl:28])[cH:27]2)[CH2:34][CH2:35][CH2:36]1)[CH3:37])([CH3:5])([CH3:6])[CH3:7].[Cl:38][CH2:39][Cl:40].[F:41][C:42]([F:43])([F:44])[C:45]([OH:46])=[O:47]>>[NH2:8][C:9]([CH2:10][CH:11]([CH3:12])[CH3:13])([C:14](=[O:15])[N:16]1[CH:17]([C:18](=[O:19])[NH:20][CH2:21][c:22]2[c:23](-[n:29]3[n:30][n:31][n:32][cH:33]3)[cH:24][cH:25][c:26]([Cl:28])[cH:27]2)[CH2:34][CH2:35][CH2:36]1)[CH3:37]. Reactants: [2H3]-CDCl3, 5-C, 2-C, [N+](=O)([O-])C1=CC=C(C=C1)O (4-Nitrophenol), [OH-].[K+] (potassium hydroxide), C(C)OCC (Diethyl ether), ( 4-C ), 3-C, 6-C. The solvent is C(C)O (ethanol). Product: [N+](=O)([O-])C1=CC=C([O-])C=C1.[K+] (potassium 4-nitrophenoxide). Yield: 92.5%. Reaction SMILES: [N+:1]([C:4]1[CH:9]=[CH:8][C:7]([OH:10])=[CH:6][CH:5]=1)([O-:3])=[O:2].[OH-].[K+:12].C(OCC)C>C(O)C>[N+:1]([C:4]1[CH:9]=[CH:8][C:7]([O-:10])=[CH:6][CH:5]=1)([O-:3])=[O:2].[K+:12] |f:1.2,5.6|. Reported procedure: A mixture of 1,3 dibromo-5,5-dimethylhydantoin (11.5 g, 40.2 mmol), a,a-difluorotoluene (prepared by the published method of W. J. Middleton, J. Org. Chem., 1975, 40, p574) (7.0 g, 55 mmol) and AIBN (0.25 g) in CCl4 (300 ml) was heated at reflux for 10 h while being irradiated (tungsten filament lamp, 500W). The mixture was then diluted with petrol and the remaining precipitate removed by filtration. The filtrate was then evaporated and the resulting oil chromatographed (silica, petrol) to give ... Reactants: FC(C(F)F)(OC1=CC=C(C(=O)Cl)C=C1)F (4-(1,1,2,2-tetrafluoroethoxy)benzoyl chloride), NC(C#N)(CN1N=C2C(=N1)C(=CC(=C2Cl)Cl)Cl)C (2-amino-2-methyl-3-(4,5,7-trichloro-2H-benzotriazol-2-yl)-propionitrile), TEA. Run in C1CCOC1 (THF), C1CCOC1 (THF). The product is C(#N)C(CN1N=C2C(=N1)C(=CC(=C2Cl)Cl)Cl)(C)NC(C2=CC=C(C=C2)OC(C(F)F)(F)F)=O (N-[1-Cyano-1-methyl-2-(4,5,7-trichloro-2H-benzotriazol-2-yl)-ethyl]-4-(1,1,2,2-tetrafluoroethoxy)benzamide), residue. Reaction SMILES: [F:1][C:2]([F:16])([O:6][C:7]1[CH:15]=[CH:14][C:10]([C:11](Cl)=[O:12])=[CH:9][CH:8]=1)[CH:3]([F:5])[F:4].[NH2:17][C:18]([CH3:34])([CH2:21][N:22]1[N:26]=[C:25]2[C:27]([Cl:33])=[CH:28][C:29]([Cl:32])=[C:30]([Cl:31])[C:24]2=[N:23]1)[C:19]#[N:20]>C1COCC1>[C:19]([C:18]([NH:17][C:11](=[O:12])[C:10]1[CH:14]=[CH:15][C:7]([O:6][C:2]([F:16])([F:1])[CH:3]([F:5])[F:4])=[CH:8][CH:9]=1)([CH3:34])[CH2:21][N:22]1[N:26]=[C:25]2[C:27]([Cl:33])=[CH:28][C:29]([Cl:32])=[C:30]([Cl:31])[C:24]2=[N:23]1)#[N:20]. Procedure details: Using a procedure similar to that described in Example 169, except using a solution of 4-(1,1,2,2-tetrafluoroethoxy)benzoyl chloride (0.16 mmole) in THF and a solution of 2-amino-2-methyl-3-(4,5,7-trichloro-2H-benzotriazol-2-yl)-propionitrile (0.075 mmole, described in Example 39) in THF mixed with TEA (3% v./v.), the title compound was isolated as solid residue (4.2 mg). It was dissolved in DMSO for further biological evaluation and analyzed by LCMS. MS (ES): M/Z [M+H]=524, RT=0.72 min.